Dataset: the Open Reaction Database (ORD), a public repository of structured organic reaction records. Task: describe an organic reaction: reactants, conditions, products, and yield The reactants are CCS(=O)(=O)N1CCC(CN)(CC2CC2)CC1, O=C(Cl)c1ccc(Cl)cc1Cl, ClCCl. Product: CCS(=O)(=O)N1CCC(CNC(=O)c2ccc(Cl)cc2Cl)(CC2CC2)CC1. As a reaction SMILES: [CH:1]1([CH2:4][C:5]2([CH2:16][NH2:17])[CH2:6][CH2:7][N:8]([S:11](=[O:12])(=[O:13])[CH2:14][CH3:15])[CH2:9][CH2:10]2)[CH2:2][CH2:3]1.[Cl:18][c:19]1[c:20]([C:21](=[O:22])[Cl:23])[cH:24][cH:25][c:26]([Cl:28])[cH:27]1.[Cl:29][CH2:30][Cl:31]>>[CH:1]1([CH2:4][C:5]2([CH2:16][NH:17][C:21]([c:20]3[c:19]([Cl:18])[cH:27][c:26]([Cl:28])[cH:25][cH:24]3)=[O:22])[CH2:6][CH2:7][N:8]([S:11](=[O:12])(=[O:13])[CH2:14][CH3:15])[CH2:9][CH2:10]2)[CH2:2][CH2:3]1.